describe an organic reaction: reactants, conditions, products, and yield From a dataset of the Open Reaction Database (ORD), a public repository of structured organic reaction records. The reactants are resultant mixture, resultant solution, C(C)(=O)OC(C)=O (acetic anhydride), C(=O)O (formic acid), NC1=CC=NN1C (5-amino-1-methylpyrazole), C([O-])([O-])=O.[K+].[K+] (potassium carbonate). Run in C(C)(=O)OCC (ethyl acetate), O (water). Reaction conditions: temperature 45 celsius, time 45 minute. Yields the product C(=O)NC1=CC=NN1C (5-formamido-1-methylpyrazole). Reaction SMILES: C(O[C:5](=[O:7])C)(=O)C.C(O)=O.[NH2:11][C:12]1[N:16]([CH3:17])[N:15]=[CH:14][CH:13]=1.C(=O)([O-])[O-].[K+].[K+]>C(OCC)(=O)C.O>[CH:5]([NH:11][C:12]1[N:16]([CH3:17])[N:15]=[CH:14][CH:13]=1)=[O:7] |f:3.4.5|. Procedure details: A mixture of acetic anhydride (38.86 ml) and formic acid (15.54 ml) was stirred at 45° C. for 45 minutes. To this mixture was added 5-amino-1-methylpyrazole (10 g) under ice-cooling, and the reaction mixture was stirred at the same temperature for 10 minutes. The resultant mixture was poured into a mixture of water and ethyl acetate, and the resultant solution was adjusted to pH 8 with potassium carbonate. The organic layer was separated, and the aqueous layer was extracted with ethyl acetate si... Reactants: [OH-].[Na+] (sodium hydroxide), COC=1C=C(C=CC1)C(=O)C(=O)C1=CC(=CC=C1)OC (3,3'-dimethoxybenzil), N(C(=N)N)C=1NC2=C(N1)C=CC=C2 (2-guanidinobenzimidazole). Run in O (water), CO (methanol). Yields the product N1=C(NC2=C1C=CC=C2)N=C2NC1(C(NC(N1)=NC=1NC3=C(N1)C=CC=C3)(N2)C2=CC(=CC=C2)OC)C2=CC(=CC=C2)OC (2,5-bis[2-benzimidazolylimino]-3a,6a-bis(3-methoxyphenyl)-1,2,3,3a,4,5,6,6a-octahydroimidazo[4.5-d]imidazole), crystals. Isolated yield 73.0%. RXN SMILES: [CH3:1][O:2][C:3]1[CH:4]=[C:5]([C:9]([C:11]([C:13]2[CH:18]=[CH:17][CH:16]=[C:15]([O:19][CH3:20])[CH:14]=2)=O)=O)[CH:6]=[CH:7][CH:8]=1.[NH:21]([C:25]1[NH:26][C:27]2[CH:33]=[CH:32][CH:31]=[CH:30][C:28]=2[N:29]=1)[C:22]([NH2:24])=[NH:23].[OH-].[Na+]>CO.O>[N:29]1[C:28]2[CH:30]=[CH:31][CH:32]=[CH:33][C:27]=2[NH:26][C:25]=1[N:21]=[C:22]1[NH:24][C:9]2([C:5]3[CH:6]=[CH:7][CH:8]=[C:3]([O:2][CH3:1])[CH:4]=3)[NH:24][C:22](=[N:21][C:25]3[NH:29][C:28]4[CH:30]=[CH:31][CH:32]=[CH:33][C:27]=4[N:26]=3)[NH:23][C:11]2([C:13]2[CH:18]=[CH:17][CH:16]=[C:15]([O:19][CH3:20])[CH:14]=2)[NH:23]1 |f:2.3|. Procedure: Following the procedure of Example 1, 3,3'-dimethoxybenzil (1.0 g, 3.69 mmol) and 2-guanidinobenzimidazole (540 mg, 3.08 mmol) in methanol (40 mL) was treated with a solution of sodium hydroxide (200 mg, 5 mmol) in 5 mL of water. The title compound was isolated as pale yellow crystals (655 mg, 73% yield). mp: 276-278 ° C. (dec);MS (ESI) m/z 585 [M+H]+. Starting materials: [N+](=O)([O-])C=1C=C(C=O)C=CC1 (3-nitro-benzaldehyde), stannous chloride, C(C(C)C)N(C(=O)C1CCNCC1)C (piperidine-4-carboxylic acid isobutyl-methyl-amide), C(C(C)C)N(C(=O)C1CCN(CC1)CC1=CC(=CC=C1)[N+](=O)[O-])C (1-(3-nitro-benzyl)-piperidine-4-carboxylic acid isobutyl-methyl-amide). The product is C(C(C)C)N(C(=O)C1CCN(CC1)CC1=CC(=CC=C1)N)C (1-(3-Amino-benzyl)-piperidine-4-carboxylic acid isobutyl-methyl-amide). Reaction SMILES: [N+](C1C=C(C=CC=1)C=O)([O-])=O.C(N(C)C(C1CCNCC1)=O)C(C)C.[CH2:26]([N:30]([CH3:49])[C:31]([CH:33]1[CH2:38][CH2:37][N:36]([CH2:39][C:40]2[CH:45]=[CH:44][CH:43]=[C:42]([N+:46]([O-])=O)[CH:41]=2)[CH2:35][CH2:34]1)=[O:32])[CH:27]([CH3:29])[CH3:28]>>[CH2:26]([N:30]([CH3:49])[C:31]([CH:33]1[CH2:34][CH2:35][N:36]([CH2:39][C:40]2[CH:45]=[CH:44][CH:43]=[C:42]([NH2:46])[CH:41]=2)[CH2:37][CH2:38]1)=[O:32])[CH:27]([CH3:29])[CH3:28]. Procedure: The title compound is prepared according to the reactions described above starting from 3-nitro-benzaldehyde and piperidine-4-carboxylic acid isobutyl-methyl-amide yielding after reductive amination 1-(3-nitro-benzyl)-piperidine-4-carboxylic acid isobutyl-methyl-amide; LC-MS A: tR=0.61 min; [M+H]+=366.35 followed by reduction with stannous chloride the title compound LC-MS A: tR=0.48 min; [M+H]+=304.24. The reactants are ClC1=CC=C(C=2N(C(=NC21)NC2=C(C=C(C=C2)Cl)Cl)CCO)C(CC)CC (2-{4-Chloro-2-[(2,4-dichlorophenyl)amino]-7-(1-ethylpropyl)-1H-benzimidazol-1-yl}ethanol), C(C)(C)N(CC)C(C)C (diisopropylethylamine), CS(=O)(=O)Cl (methanesulfonyl chloride), C(C)(C)N(CC)C(C)C (diisopropylethylamine), CS(=O)(=O)Cl (methanesulfonyl chloride). The solvent is O1CCCC1 (tetrahydrofuran), C(C)(=O)OCC (ethyl acetate). Conditions: time 2 hour. The product is ClC1=CC=C(C=2N3C(=NC21)N(CC3)C3=C(C=C(C=C3)Cl)Cl)C(CC)CC (8-Chloro-1-(2,4-dichlorophenyl)-5-(1-ethylpropyl)-2,3-dihydro-1H-imidazo[1,2-a]benzimidazole). The yield is 23.2%. Reaction SMILES: [Cl:1][C:2]1[C:10]2[N:9]=[C:8]([NH:11][C:12]3[CH:17]=[CH:16][C:15]([Cl:18])=[CH:14][C:13]=3[Cl:19])[N:7]([CH2:20][CH2:21]O)[C:6]=2[C:5]([CH:23]([CH2:26][CH3:27])[CH2:24][CH3:25])=[CH:4][CH:3]=1.C(N(C(C)C)CC)(C)C.CS(Cl)(=O)=O>O1CCCC1.C(OCC)(=O)C>[Cl:1][C:2]1[C:10]2[N:9]=[C:8]3[N:11]([C:12]4[CH:17]=[CH:16][C:15]([Cl:18])=[CH:14][C:13]=4[Cl:19])[CH2:21][CH2:20][N:7]3[C:6]=2[C:5]([CH:23]([CH2:26][CH3:27])[CH2:24][CH3:25])=[CH:4][CH:3]=1. Procedure: To a solution of 2-{4-chloro-2-[(2,4-dichlorophenyl)amino]-7-(1-ethylpropyl)-1H-benzimidazol-1-yl}ethanol (Reference Example 19; 66 mg, 0.155 mmol) in tetrahydrofuran (0.8 mL) were added diisopropylethylamine (0.053 ml, 0.310 mmol) and methanesulfonyl chloride (0.013 ml, 0.170 mmol) at 0° C., and the mixture was stirred at room temperature for 2 hr. Additional diisopropylethylamine (0.053 ml, 0.310 mmol) and methanesulfonyl chloride (0.013 mL, 0.170 mmol) were added at 0° C., followed by stirrin... Starting materials: Cl.CN(CCCN=C=NCC)C (N-(3-dimethylaminopropyl)-N′-ethylcarbodiimide hydrochloride), C(C)N(C(C)C)C(C)C (ethyldiisopropylamine), NC(C#N)(COC1=C(C=CC=C1)C(F)(F)F)C (2-amino-2-methyl-3-(2-trifluoromethylphenoxy)-propionitrile), C1=CC=C(C=C1)C(=O)C2=CC=C(C=C2)C(=O)O (benzophenone-4-carboxylic acid). Reagents/catalysts: CN(C1=CC=NC=C1)C (4-dimethylaminopyridine). The solvent is ClCCl (dichloromethane). Run at time 20 minute. Yields the product C(C1=CC=CC=C1)(=O)C1=CC=C(C(=O)NC(COC2=C(C=CC=C2)C(F)(F)F)(C)C#N)C=C1 (4-Benzoyl-N-[1-cyano-1-methyl-2-(2-trifluoromethylphenoxy)-ethyl]-benzamide). Isolated yield 66.9%. As a reaction SMILES: [CH:1]1[CH:6]=[CH:5][C:4]([C:7]([C:9]2[CH:14]=[CH:13][C:12]([C:15]([OH:17])=O)=[CH:11][CH:10]=2)=[O:8])=[CH:3][CH:2]=1.Cl.CN(C)CCCN=C=NCC.C(N(C(C)C)C(C)C)C.[NH2:39][C:40]([CH3:55])([CH2:43][O:44][C:45]1[CH:50]=[CH:49][CH:48]=[CH:47][C:46]=1[C:51]([F:54])([F:53])[F:52])[C:41]#[N:42]>ClCCl.CN(C)C1C=CN=CC=1>[C:7]([C:9]1[CH:10]=[CH:11][C:12]([C:15]([NH:39][C:40]([C:41]#[N:42])([CH3:55])[CH2:43][O:44][C:45]2[CH:50]=[CH:49][CH:48]=[CH:47][C:46]=2[C:51]([F:53])([F:54])[F:52])=[O:17])=[CH:13][CH:14]=1)(=[O:8])[C:4]1[CH:3]=[CH:2][CH:1]=[CH:6][CH:5]=1 |f:1.2|. Procedure details: 330 mg of benzophenone-4-carboxylic acid are dissolved in 6 ml of dichloromethane, then 283 mg of N-(3-dimethylaminopropyl)-N′-ethylcarbodiimide hydrochloride, 18 mg of 4-dimethylaminopyridine and 222 mg of ethyldiisopropylamine are added, and stirred for 20 minutes at room temperature. 300 mg of 2-amino-2-methyl-3-(2-trifluoromethylphenoxy)-propionitrile are subsequently added, and the mixture stirred for a further 40 hours. Afterwards, the mixed solution is washed with an aqueous sodium bicarb...